This data is from the Open Reaction Database (ORD), a public repository of structured organic reaction records. The task is: describe an organic reaction: reactants, conditions, products, and yield Starting materials: CC(C)(C)[O-], Cc1ccccc1, CN(C)c1ccccc1-c1ccccc1P(C1CCCCC1)C1CCCCC1, Clc1cccc2cc(Oc3ccccc3)cnc12, CC(C)(C)OC(=O)N1CCNCC1, [Na+], O=C(C=Cc1ccccc1)C=Cc1ccccc1, O=C(C=Cc1ccccc1)C=Cc1ccccc1, O=C(C=Cc1ccccc1)C=Cc1ccccc1, [Pd], [Pd]. Yields the product CC(C)(C)OC(=O)N1CCN(c2cccc3cc(Oc4ccccc4)cnc23)CC1. Reaction SMILES: [CH3:60][C:61]([CH3:62])([O-:63])[CH3:64].[CH3:66][c:67]1[cH:68][cH:69][cH:70][cH:71][cH:72]1.[CH:32]1([P:33]([CH:34]2[CH2:35][CH2:36][CH2:37][CH2:38][CH2:39]2)[c:40]2[cH:41][cH:42][cH:43][cH:44][c:45]2-[c:46]2[cH:47][cH:48][cH:49][cH:50][c:51]2[N:52]([CH3:53])[CH3:54])[CH2:55][CH2:56][CH2:57][CH2:58][CH2:59]1.[Cl:1][c:2]1[cH:3][cH:4][cH:5][c:6]2[cH:7][c:8]([O:12][c:13]3[cH:14][cH:15][cH:16][cH:17][cH:18]3)[cH:9][n:10][c:11]12.[N:19]1([C:25](=[O:26])[O:27][C:28]([CH3:29])([CH3:30])[CH3:31])[CH2:20][CH2:21][NH:22][CH2:23][CH2:24]1.[Na+:65].[O:111]=[C:112]([CH:113]=[CH:114][c:115]1[cH:116][cH:117][cH:118][cH:119][cH:120]1)[CH:121]=[CH:122][c:123]1[cH:124][cH:125][cH:126][cH:127][cH:128]1.[O:75]=[C:76]([CH:77]=[CH:78][c:79]1[cH:80][cH:81][cH:82][cH:83][cH:84]1)[CH:85]=[CH:86][c:87]1[cH:88][cH:89][cH:90][cH:91][cH:92]1.[O:93]=[C:94]([CH:95]=[CH:96][c:97]1[cH:98][cH:99][cH:100][cH:101][cH:102]1)[CH:103]=[CH:104][c:105]1[cH:106][cH:107][cH:108][cH:109][cH:110]1.[Pd:73].[Pd:74]>>[c:2]1([N:22]2[CH2:21][CH2:20][N:19]([C:25](=[O:26])[O:27][C:28]([CH3:29])([CH3:30])[CH3:31])[CH2:24][CH2:23]2)[cH:3][cH:4][cH:5][c:6]2[cH:7][c:8]([O:12][c:13]3[cH:14][cH:15][cH:16][cH:17][cH:18]3)[cH:9][n:10][c:11]12. Reactants: N1(CCCC1)CCN1CCNCC1 (1-(2-Pyrrolidin-1-yl-ethyl)-piperazine), BrCC#N (bromoacetonitrile). Yields the product N1(CCCC1)CCN1CCN(CC1)CC#N ([4-(2-Pyrrolidin-1-yl-ethyl)-piperazin-1-yl]-acetonitrile). Reaction SMILES: [N:1]1([CH2:6][CH2:7][N:8]2[CH2:13][CH2:12][NH:11][CH2:10][CH2:9]2)[CH2:5][CH2:4][CH2:3][CH2:2]1.Br[CH2:15][C:16]#[N:17]>>[N:1]1([CH2:6][CH2:7][N:8]2[CH2:9][CH2:10][N:11]([CH2:15][C:16]#[N:17])[CH2:12][CH2:13]2)[CH2:2][CH2:3][CH2:4][CH2:5]1. Procedure details: The title compound is synthesized by coupling of 1-(2-Pyrrolidin-1-yl-ethyl)-piperazine (commercially available from ABCR GmbH) and bromoacetonitrile analogously to the preparation of Intermediate 149.2 as a colorless solid; ES-MS: M+H=223.3. Starting materials: C(#N)COC(C=CC=1OC2=C(C1)C=CC=C2)=O (β-(2-benzofuryl)acrylic acid cyanomethyl ester), CO (methanol), O.NN (hydrazine hydrate). The solvent is O (water). The product is O1C(=CC2=C1C=CC=C2)C=CC(=O)NN (β-(2-benzofuryl)acrylic acid hydrazide). Isolated yield 90.1%. RXN SMILES: C(C[O:4][C:5](=O)[CH:6]=[CH:7][C:8]1[O:9][C:10]2[CH:16]=[CH:15][CH:14]=[CH:13][C:11]=2[CH:12]=1)#N.CO.O.[NH2:21][NH2:22]>O>[O:9]1[C:10]2[CH:16]=[CH:15][CH:14]=[CH:13][C:11]=2[CH:12]=[C:8]1[CH:7]=[CH:6][C:5]([NH:21][NH2:22])=[O:4] |f:2.3|. Reported procedure: 187 g of the β-(2-benzofuryl)acrylic acid cyanomethyl ester were added to 2 liters of methanol, and to the mixture, with stirring, were added 76.8 g of hydrazine hydrate, and then the resulting mixture was refluxed by heating for 30 minutes. After the reaction, 2 liters of water were added to cool the reaction product, and the deposited crystals were filtered by a suction filter, then washed, and then recrystallized from methanol, thereby obtaining 150 g of β-(2-benzofuryl)acrylic acid hydrazide... Starting materials: ClC1=NC=C(C(=N1)Cl)C(F)(F)F (2,4-dichloro-5-trifluoromethylpyrimidine), product, [Cl-].[Na+] (sodium chloride), crude product, Cl (hydrogen chloride), C(O)([O-])=O.[Na+] (sodium hydrogen carbonate), solution, C1(CCCCC1)O (cyclohexanol), [H-].[Na+] (sodium hydride), CS(=O)(=O)C1=CC=C(C=C1)N (4-methanesulphonylphenylamine). The solvent is O1CCOCC1 (dioxane), C(C)#N (acetonitrile), C(C)#N (acetonitrile), C(C)OCC (diethyl ether). Run at time 24 hour. Product: C1(CCCCC1)OC1=NC(=NC=C1C(F)(F)F)NC1=CC=C(C=C1)S(=O)(=O)C ((4-Cyclohexyloxy-5-trifluoromethylpyrimidin-2-yl)(4-methanesulphonylphenyl)amine). As a reaction SMILES: Cl[C:2]1[N:7]=[C:6](Cl)[C:5]([C:9]([F:12])([F:11])[F:10])=[CH:4][N:3]=1.[CH:13]1([OH:19])[CH2:18][CH2:17][CH2:16][CH2:15][CH2:14]1.[H-].[Na+].[Cl-].[Na+].[CH3:24][S:25]([C:28]1[CH:33]=[CH:32][C:31]([NH2:34])=[CH:30][CH:29]=1)(=[O:27])=[O:26].Cl.C(=O)([O-])O.[Na+]>C(OCC)C.C(#N)C.O1CCOCC1>[CH:13]1([O:19][C:6]2[C:5]([C:9]([F:12])([F:11])[F:10])=[CH:4][N:3]=[C:2]([NH:34][C:31]3[CH:30]=[CH:29][C:28]([S:25]([CH3:24])(=[O:27])=[O:26])=[CH:33][CH:32]=3)[N:7]=2)[CH2:18][CH2:17][CH2:16][CH2:15][CH2:14]1 |f:2.3,4.5,8.9|. Reported procedure: A solution of 1.00 g (4.63 mmol) of 2,4-dichloro-5-trifluoromethylpyrimidine and 0.64 ml (5.99 mmol) of cyclohexanol in 12.2 ml of diethyl ether and 12.2 ml of acetonitrile was admixed at 0° C. with stirring in portions with 0.24 g of sodium hydride (55%). The mixture was slowly warmed to room temperature overnight in an ice bath. The mixture was admixed with ice and dilute sodium chloride solution. Extraction was carried out with ethyl acetate (2×). The combined organic phases were dried (Na2SO...